This data is from the Open Reaction Database (ORD), a public repository of structured organic reaction records. The task is: describe an organic reaction: reactants, conditions, products, and yield Reaction SMILES: [CH:1]([O-:5])([O-])[O:2][CH3:3].F[C:7](F)(C(F)F)COC1C=CC(C(NCCOC2C=CC(CC(OC3C=CC(C(C)C)=CC=3)C(O)=O)=CC=2)=O)=CN=1.C([C:49]1[CH:54]=[CH:53][C:52]([C:55]2[CH:60]=[CH:59][C:58]([C:61]([O:63][CH3:64])=[O:62])=[CH:57][CH:56]=2)=[CH:51][CH:50]=1)=O>CO>[CH3:7][O:5][CH:1]([O:2][CH3:3])[C:49]1[CH:50]=[CH:51][C:52]([C:55]2[CH:56]=[CH:57][C:58]([C:61]([O:63][CH3:64])=[O:62])=[CH:59][CH:60]=2)=[CH:53][CH:54]=1. Conditions: time 14 hour. Yields the product COC(C1=CC=C(C=C1)C1=CC=C(C=C1)C(=O)OC)OC (Methyl 4′-dimethoxymethylbiphenyl-4-carboxylate). Solvent: CO (methanol). Reactants: C(OC)([O-])[O-] (Methyl orthoformate), FC(COC1=NC=C(C=C1)C(=O)NCCOC1=CC=C(C=C1)CC(C(=O)O)OC1=CC=C(C=C1)C(C)C)(C(F)F)F (3-[4-[2-[2-(2,2,3,3-tetrafluoropropoxy)pyridine-5-carbonylamino]ethoxy]phenyl]-2-(4-isopropylphenoxy)propionic acid), C(=O)C1=CC=C(C=C1)C1=CC=C(C=C1)C(=O)OC (methyl 4′-formylbiphenyl-4-carboxylate). Reported procedure: Methyl orthoformate (4.55 ml) and amberlyst 15 (200 mg) were added to a solution of methyl 4′-formylbiphenyl-4-carboxylate (2.00 g) in methanol (20 ml). The mixture was allowed to stand at ambient temperature for 14 hours. The amberlyst was removed by filtration and the filtrate was concentrated under reduced pressure. Excess methyl orthoformate was azeotropicaly evaporated off with toluene. The reactants are C(C)(C)(C)OC(NCCCNC(C(CC)Br)=O)=O ([3-(2-Bromobutyrylamino)propyl]carbamic acid tert-butyl ester), C(=O)(C(F)(F)F)O.C(Cl)Cl (TFA DCM). Procedure: [3-(2-Bromobutyrylamino)propyl]carbamic acid tert-butyl ester (1.41 g, 4.36 mmol) was treated with TFA:DCM (1:1 (v/v), 20 mL) and the solution stirred at room temperature for 3 h. The volatiles were removed in vacuo and crude product, isolated as the trifluoroacetic acid salt, used directly in the next stage. Reaction conditions: time 3 hour. RXN SMILES: C(OC(=O)[NH:7][CH2:8][CH2:9][CH2:10][NH:11][C:12](=[O:17])[CH:13]([Br:16])[CH2:14][CH3:15])(C)(C)C.[C:19]([OH:25])([C:21]([F:24])([F:23])[F:22])=[O:20].C(Cl)Cl>>[F:22][C:21]([F:24])([F:23])[C:19]([OH:25])=[O:20].[NH2:7][CH2:8][CH2:9][CH2:10][NH:11][C:12](=[O:17])[CH:13]([Br:16])[CH2:14][CH3:15] |f:1.2,3.4|. The product is FC(C(=O)O)(F)F.NCCCNC(C(CC)Br)=O (N-(3-Aminopropyl)-2-bromobutyramide trifluoroacetic acid salt).